Dataset: the Open Reaction Database (ORD), a public repository of structured organic reaction records. Task: describe an organic reaction: reactants, conditions, products, and yield Starting materials: COc1cc(N)ccn1, CC(C)=O, S=C=Nc1ccccc1. Yields the product COc1cc(NC(=S)Nc2ccccc2)ccn1. As a reaction SMILES: [CH3:10][O:11][c:12]1[n:13][cH:14][cH:15][c:16]([NH2:18])[cH:17]1.[CH3:19][C:20](=[O:21])[CH3:22].[c:1]1([N:7]=[C:8]=[S:9])[cH:2][cH:3][cH:4][cH:5][cH:6]1>>[c:1]1([NH:7][C:8](=[S:9])[NH:18][c:16]2[cH:15][cH:14][n:13][c:12]([O:11][CH3:10])[cH:17]2)[cH:2][cH:3][cH:4][cH:5][cH:6]1. Starting materials: CCS(=O)(=O)N1CCC(c2c[nH]c3c(C(N)=O)cc(Br)cc23)CC1, CC(C)NCc1cncc(B2OC(C)(C)C(C)(C)O2)c1, [K+], [K+], O=C([O-])[O-], C1COCCO1, O. The product is CCS(=O)(=O)N1CCC(c2c[nH]c3c(C(N)=O)cc(-c4cncc(CNC(C)C)c4)cc23)CC1. Reaction SMILES: [Br:21][c:22]1[cH:23][c:24]2[c:25]([CH:34]3[CH2:35][CH2:36][N:37]([S:40](=[O:41])(=[O:42])[CH2:43][CH3:44])[CH2:38][CH2:39]3)[cH:26][nH:27][c:28]2[c:29]([C:31](=[O:32])[NH2:33])[cH:30]1.[CH3:1][CH:2]([CH3:3])[NH:4][CH2:5][c:6]1[cH:7][n:8][cH:9][c:10]([B:12]2[O:13][C:14]([CH3:15])([CH3:16])[C:17]([CH3:18])([CH3:19])[O:20]2)[cH:11]1.[K+:45].[K+:46].[O-:47][C:48]([O-:49])=[O:50].[O:51]1[CH2:52][CH2:53][O:54][CH2:55][CH2:56]1.[OH2:57]>>[CH3:1][CH:2]([CH3:3])[NH:4][CH2:5][c:6]1[cH:7][n:8][cH:9][c:10](-[c:22]2[cH:23][c:24]3[c:25]([CH:34]4[CH2:35][CH2:36][N:37]([S:40](=[O:41])(=[O:42])[CH2:43][CH3:44])[CH2:38][CH2:39]4)[cH:26][nH:27][c:28]3[c:29]([C:31](=[O:32])[NH2:33])[cH:30]2)[cH:11]1. The reactants are CCCCOCCOc1ccc(OB([O-])[O-])cc1, COC(=O)C1=Cc2cc(Br)ccc2N(c2ccc(S(=O)(=O)N(C)C)cc2)CC1, O=C([O-])[O-], Cc1ccccc1, CCO, [K+], [K+], c1ccc(P(c2ccccc2)(c2ccccc2)[Pd](P(c2ccccc2)(c2ccccc2)c2ccccc2)(P(c2ccccc2)(c2ccccc2)c2ccccc2)P(c2ccccc2)(c2ccccc2)c2ccccc2)cc1. Yields the product CCCCOCCOc1ccc(-c2ccc3c(c2)C=C(C(=O)OC)CCN3c2ccc(S(=O)(=O)N(C)C)cc2)cc1. As a reaction SMILES: [B:29]([O-:30])([O-:45])[O:46][c:31]1[cH:32][cH:33][c:34]([O:37][CH2:38][CH2:39][O:40][CH2:41][CH2:42][CH2:43][CH3:44])[cH:35][cH:36]1.[Br:1][c:2]1[cH:3][cH:4][c:5]2[c:6]([cH:28]1)[CH:7]=[C:8]([C:24](=[O:25])[O:26][CH3:27])[CH2:9][CH2:10][N:11]2[c:12]1[cH:13][cH:14][c:15]([S:18]([N:19]([CH3:20])[CH3:21])(=[O:22])=[O:23])[cH:16][cH:17]1.[C:47](=[O:48])([O-:49])[O-:50].[CH3:133][c:134]1[cH:135][cH:136][cH:137][cH:138][cH:139]1.[CH3:53][CH2:54][OH:55].[K+:51].[K+:52].[cH:56]1[cH:57][cH:58][c:59]([P:60]([Pd:61]([P:62]([c:63]2[cH:64][cH:65][cH:66][cH:67][cH:68]2)([c:69]2[cH:70][cH:71][cH:72][cH:73][cH:74]2)[c:75]2[cH:76][cH:77][cH:78][cH:79][cH:80]2)([P:81]([c:82]2[cH:83][cH:84][cH:85][cH:86][cH:87]2)([c:88]2[cH:89][cH:90][cH:91][cH:92][cH:93]2)[c:94]2[cH:95][cH:96][cH:97][cH:98][cH:99]2)[P:100]([c:101]2[cH:102][cH:103][cH:104][cH:105][cH:106]2)([c:107]2[cH:108][cH:109][cH:110][cH:111][cH:112]2)[c:113]2[cH:114][cH:115][cH:116][cH:117][cH:118]2)([c:119]2[cH:120][cH:121][cH:122][cH:123][cH:124]2)[c:125]2[cH:126][cH:127][cH:128][cH:129][cH:130]2)[cH:131][cH:132]1>>[c:2]1(-[c:31]2[cH:32][cH:33][c:34]([O:37][CH2:38][CH2:39][O:40][CH2:41][CH2:42][CH2:43][CH3:44])[cH:35][cH:36]2)[cH:3][cH:4][c:5]2[c:6]([cH:28]1)[CH:7]=[C:8]([C:24](=[O:25])[O:26][CH3:27])[CH2:9][CH2:10][N:11]2[c:12]1[cH:13][cH:14][c:15]([S:18]([N:19]([CH3:20])[CH3:21])(=[O:22])=[O:23])[cH:16][cH:17]1. Reactants: SeO2, O1CCOCC1 (dioxane), C(C)N(CCOC1=CC(=NC2=C3N=CC=CC3=CC=C12)C)CC (diethyl-[2-(2-methyl-[1,10]phenanthrolin-4-yloxy)-ethyl]amine), O1CCOCC1 (dioxane). Run in O (water). Product: C(C)N(CCOC1=CC(=NC2=C3N=CC=CC3=CC=C12)C=O)CC (4-(2-Diethylamino-ethoxy)-[1,10]phenanthroline-2-carbaldehyde). Yield: 19.0%. RXN SMILES: [CH2:1]([N:3]([CH2:22][CH3:23])[CH2:4][CH2:5][O:6][C:7]1[C:20]2[C:11](=[C:12]3[C:17](=[CH:18][CH:19]=2)[CH:16]=[CH:15][CH:14]=[N:13]3)[N:10]=[C:9]([CH3:21])[CH:8]=1)[CH3:2].[O:24]1CCOCC1>O>[CH2:22]([N:3]([CH2:1][CH3:2])[CH2:4][CH2:5][O:6][C:7]1[C:20]2[C:11](=[C:12]3[C:17](=[CH:18][CH:19]=2)[CH:16]=[CH:15][CH:14]=[N:13]3)[N:10]=[C:9]([CH:21]=[O:24])[CH:8]=1)[CH3:23]. Procedure details: A solution of SeO2 (0.83 g, 7.5 mmol) in a mixture of dioxane (38 mL) and water (3 mL) was heated to reflux in a two-neck 100 mL round-bottomed flask. A solution of diethyl-[2-(2-methyl-[1,10]phenanthrolin-4-yloxy)-ethyl]amine (0.93 g, 3.0 mmol) in hot dioxane (20 mL) was added through an addition funnel over a period of 15 minutes and the reaction mixture was refluxed for 45 minutes. The solvent was evaporated in vacuo and the residue was treated with methylene chloride (100 mL) and saturated N... Reactants: BrCc1ccccc1, CO, [Na], O, O=c1cc(CO)occ1O. Product: O=c1cc(CO)occ1OCc1ccccc1. Reaction SMILES: [Br:12][CH2:13][c:14]1[cH:15][cH:16][cH:17][cH:18][cH:19]1.[CH3:21][OH:22].[Na:1].[OH2:20].[OH:2][CH2:3][c:4]1[cH:5][c:6](=[O:7])[c:8]([OH:9])[cH:10][o:11]1>>[OH:2][CH2:3][c:4]1[cH:5][c:6](=[O:7])[c:8]([O:9][CH2:13][c:14]2[cH:15][cH:16][cH:17][cH:18][cH:19]2)[cH:10][o:11]1. The product is CCN(CC)c1nc(SCc2csc(-c3ccc(Cl)cc3)n2)c(C#N)c(-c2ccc(OCCO)cc2)c1C#N. As a reaction SMILES: [CH2:36]([CH3:37])[NH:38][CH2:39][CH3:40].[CH2:42]1[O:43][CH2:44][CH2:45][CH2:46]1.[Cl:1][c:2]1[n:3][c:4]([S:22][CH2:23][c:24]2[n:25][c:26](-[c:29]3[cH:30][cH:31][c:32]([Cl:35])[cH:33][cH:34]3)[s:27][cH:28]2)[c:5]([C:20]#[N:21])[c:6](-[c:10]2[cH:11][cH:12][c:13]([O:16][CH2:17][CH2:18][OH:19])[cH:14][cH:15]2)[c:7]1[C:8]#[N:9].[OH2:41]>>[c:2]1([N:38]([CH2:36][CH3:37])[CH2:39][CH3:40])[n:3][c:4]([S:22][CH2:23][c:24]2[n:25][c:26](-[c:29]3[cH:30][cH:31][c:32]([Cl:35])[cH:33][cH:34]3)[s:27][cH:28]2)[c:5]([C:20]#[N:21])[c:6](-[c:10]2[cH:11][cH:12][c:13]([O:16][CH2:17][CH2:18][OH:19])[cH:14][cH:15]2)[c:7]1[C:8]#[N:9]. Reactants: CCNCC, C1CCOC1, N#Cc1c(Cl)nc(SCc2csc(-c3ccc(Cl)cc3)n2)c(C#N)c1-c1ccc(OCCO)cc1, O. Starting materials: C(C)(C)(C)OC(=O)N1CCN(CC1)C1=CC=C(C=C1)C1=CC(=C(C=C1)Cl)N1[C@H](C(=O)NCC#N)C[C@@H](C1)C ((4S)-1-{4′-[4-(tert-butoxycarbonyl)piperazin-1-yl]-4-chloro-1,1′-biphenyl-3-yl}-N-(cyanomethyl)-4-methyl-L-prolinamide), CS(=O)(=O)O (MeSO3H), C(=O)(O)[O-].[Na+] (NaHCO3). Solvent: TBF. Run at time 8 hour. Product: ClC1=C(C=C(C=C1)C1=CC=C(C=C1)N1CCNCC1)N1[C@H](C(=O)NCC#N)C[C@@H](C1)C ((4S)-1-(4-chloro-4′-piperazin-1-yl-1,1′-biphenyl-3-yl)-N-(cyanomethyl)-4-methyl-L-prolinamide). As a reaction SMILES: C(OC([N:8]1[CH2:13][CH2:12][N:11]([C:14]2[CH:19]=[CH:18][C:17]([C:20]3[CH:25]=[CH:24][C:23]([Cl:26])=[C:22]([N:27]4[CH2:37][C@@H:36]([CH3:38])[CH2:35][C@H:28]4[C:29]([NH:31][CH2:32][C:33]#[N:34])=[O:30])[CH:21]=3)=[CH:16][CH:15]=2)[CH2:10][CH2:9]1)=O)(C)(C)C.CS(O)(=O)=O.C([O-])(O)=O.[Na+]>>[Cl:26][C:23]1[CH:24]=[CH:25][C:20]([C:17]2[CH:16]=[CH:15][C:14]([N:11]3[CH2:10][CH2:9][NH:8][CH2:13][CH2:12]3)=[CH:19][CH:18]=2)=[CH:21][C:22]=1[N:27]1[CH2:37][C@@H:36]([CH3:38])[CH2:35][C@H:28]1[C:29]([NH:31][CH2:32][C:33]#[N:34])=[O:30] |f:2.3|. Procedure: To (4S)-1-{4′-[4-(tert-butoxycarbonyl)piperazin-1-yl]-4-chloro-1,1′-biphenyl-3-yl}-N-(cyanomethyl)-4-methyl-L-prolinamide (66 mg, 0.123 mmol) in dry TBF (0.25 mL) under dry nitrogen was gradually added a total of 3 equivalents of MeSO3H (30 mL, 0.39 mmol) over a period of 1 hour in portions of 1–2 equivalents at a time and the reaction mixture was stirred overnight. Aqueous sat. NaHCO3 was added carefully and the product was extracted with EtOAc (2×), dried over Na2SO4, concentrated in vacuo and... Starting materials: Oc1cccc(Br)c1, C1CCOC1, CN(C)CCO, CC(C)OC(=O)N=NC(=O)OC(C)C, c1ccc(P(c2ccccc2)c2ccccc2)cc1. Yields the product CN(C)CCOc1cccc(Br)c1. As a reaction SMILES: [Br:15][c:16]1[cH:17][c:18]([OH:22])[cH:19][cH:20][cH:21]1.[CH2:48]1[O:49][CH2:50][CH2:51][CH2:52]1.[CH3:23][N:24]([CH3:25])[CH2:26][CH2:27][OH:28].[N:1]([C:2]([O:3][CH:4]([CH3:5])[CH3:6])=[O:7])=[N:8][C:9]([O:10][CH:11]([CH3:12])[CH3:13])=[O:14].[c:29]1([P:30]([c:31]2[cH:32][cH:33][cH:34][cH:35][cH:36]2)[c:37]2[cH:38][cH:39][cH:40][cH:41][cH:42]2)[cH:43][cH:44][cH:45][cH:46][cH:47]1>>[Br:15][c:16]1[cH:17][c:18]([O:22][CH2:27][CH2:26][N:24]([CH3:23])[CH3:25])[cH:19][cH:20][cH:21]1. Reactants: BrC1=C(C=C(C=C1C)Br)C (2,5-dibromo-1,3-dimethylbenzene), O1CCC(=CC1)B1OC(C(O1)(C)C)(C)C (2-(3,6-dihydro-2H-pyran-4-yl)-4,4,5,5-tetramethyl-1,3,2-dioxaborolane), [O-]P(=O)([O-])[O-].[K+].[K+].[K+] (K3PO4). Solvent: C1(=CC=CC=C1)C (toluene). Conditions: temperature 60 celsius, time 12 hour. The product is BrC1=C(C=C(C=C1C)C=1CCOCC1)C (4-(4-Bromo-3,5-dimethylphenyl)-3,6-dihydro-2H-pyran). As a reaction SMILES: [Br:1][C:2]1[C:7]([CH3:8])=[CH:6][C:5](Br)=[CH:4][C:3]=1[CH3:10].[O:11]1[CH2:16][CH:15]=[C:14](B2OC(C)(C)C(C)(C)O2)[CH2:13][CH2:12]1.[O-]P([O-])([O-])=O.[K+].[K+].[K+]>C1(C)C=CC=CC=1>[Br:1][C:2]1[C:7]([CH3:8])=[CH:6][C:5]([C:14]2[CH2:15][CH2:16][O:11][CH2:12][CH:13]=2)=[CH:4][C:3]=1[CH3:10] |f:2.3.4.5|. Procedure: In a microwave vial 2,5-dibromo-1,3-dimethylbenzene (800 mg), 2-(3,6-dihydro-2H-pyran-4-yl)-4,4,5,5-tetramethyl-1,3,2-dioxaborolane (640 mg) and K3PO4 (1.3 g) are suspended in toluene (12 mL) and water (1.2 mL) and purged for 10 minutes with argon. [1,1′-Bis(diphenylphosphino)-ferrocene]-dichloropalladium-(II) (100 mg) is added, the vial is sealed and the mixture is stirred at 60° C. for 12 hours. After cooling to room temperature the mixture is diluted with diethylether and washed with saturate... The reactants are Cc1cc(CC(OC(=O)Oc2ccc([N+](=O)[O-])cc2)C(=O)N2CCC(N3CCCCC3)CC2)cc2cn(COCC[Si](C)(C)C)nc12, CN(C)C=O, CCN(C(C)C)C(C)C, O=C1Nc2c(F)cccc2CN1C1CCNCC1. Product: Cc1cc(CC(OC(=O)N2CCC(N3Cc4cccc(F)c4NC3=O)CC2)C(=O)N2CCC(N3CCCCC3)CC2)cc2cn(COCC[Si](C)(C)C)nc12. RXN SMILES: [C:1]([O:2][CH:3]([C:4]([N:5]1[CH2:6][CH2:7][CH:8]([N:11]2[CH2:12][CH2:13][CH2:14][CH2:15][CH2:16]2)[CH2:9][CH2:10]1)=[O:17])[CH2:18][c:19]1[cH:20][c:21]2[cH:22][n:23]([CH2:29][O:30][CH2:31][CH2:32][Si:33]([CH3:34])([CH3:35])[CH3:36])[n:24][c:25]2[c:26]([CH3:28])[cH:27]1)([O:37][c:39]1[cH:40][cH:41][c:42]([N+:43]([O-:44])=[O:45])[cH:46][cH:47]1)=[O:38].[CH3:75][N:76]([CH3:77])[CH:78]=[O:79].[CH:66]([N:67]([CH:68]([CH3:69])[CH3:70])[CH2:71][CH3:72])([CH3:73])[CH3:74].[F:48][c:49]1[cH:50][cH:51][cH:52][c:53]2[c:58]1[NH:57][C:56](=[O:59])[N:55]([CH:60]1[CH2:61][CH2:62][NH:63][CH2:64][CH2:65]1)[CH2:54]2>>[C:1]([O:2][CH:3]([C:4]([N:5]1[CH2:6][CH2:7][CH:8]([N:11]2[CH2:12][CH2:13][CH2:14][CH2:15][CH2:16]2)[CH2:9][CH2:10]1)=[O:17])[CH2:18][c:19]1[cH:20][c:21]2[cH:22][n:23]([CH2:29][O:30][CH2:31][CH2:32][Si:33]([CH3:34])([CH3:35])[CH3:36])[n:24][c:25]2[c:26]([CH3:28])[cH:27]1)(=[O:37])[N:63]1[CH2:62][CH2:61][CH:60]([N:55]2[CH2:54][c:53]3[cH:52][cH:51][cH:50][c:49]([F:48])[c:58]3[NH:57][C:56]2=[O:59])[CH2:65][CH2:64]1.